From a dataset of the Open Reaction Database (ORD), a public repository of structured organic reaction records. describe an organic reaction: reactants, conditions, products, and yield Reactants: [Al+3], COc1cc2c(cc1C=O)OCCO2, [Cl-], [Cl-], [Cl-], ClCCl, Cl. Yields the product O=Cc1cc2c(cc1O)OCCO2. RXN SMILES: [Al+3:2].[CH3:5][O:6][c:7]1[c:8]([CH:17]=[O:18])[cH:9][c:10]2[c:11]([cH:16]1)[O:12][CH2:13][CH2:14][O:15]2.[Cl-:1].[Cl-:3].[Cl-:4].[Cl:20][CH2:21][Cl:22].[ClH:19]>>[OH:6][c:7]1[c:8]([CH:17]=[O:18])[cH:9][c:10]2[c:11]([cH:16]1)[O:12][CH2:13][CH2:14][O:15]2. Starting materials: C(C)(C)(C)OC(=O)N1CCC(CC1)C1=CC=2C(=CN=C(C2)Cl)O1 (4-(5-chloro-furo[2,3-c]pyridin-2-yl)-piperidine-1-carboxylic acid tert-butyl ester), CC1(OB(OC1(C)C)C1=CN=C(O1)[Si](C(C)C)(C(C)C)C(C)C)C (5-(4,4,5,5-tetramethyl-[1,3,2]dioxaborolan-2-yl)-2-triisopropylsilanyl-oxazole), C(=O)([O-])[O-].[Na+].[Na+] (Na2CO3). Run in CN(C=O)C (N,N-dimethylformamide). Reaction conditions: temperature 80 celsius, time 8 hour. The product is C(C)(C)(C)OC(=O)N1CCC(CC1)C1=CC=2C(=CN=C(C2)C2=CN=C(O2)[Si](C(C)C)(C(C)C)C(C)C)O1 (4-[5-(2-Triisopropylsilanyl-oxazol-5-yl)-furo[2,3-c]pyridin-2-yl]-piperidine-1-carboxylic acid tert-butyl ester). RXN SMILES: [C:1]([O:5][C:6]([N:8]1[CH2:13][CH2:12][CH:11]([C:14]2[O:23][C:17]3=[CH:18][N:19]=[C:20](Cl)[CH:21]=[C:16]3[CH:15]=2)[CH2:10][CH2:9]1)=[O:7])([CH3:4])([CH3:3])[CH3:2].CC1(C)C(C)(C)OB([C:32]2[O:36][C:35]([Si:37]([CH:44]([CH3:46])[CH3:45])([CH:41]([CH3:43])[CH3:42])[CH:38]([CH3:40])[CH3:39])=[N:34][CH:33]=2)O1.C([O-])([O-])=O.[Na+].[Na+]>CN(C)C=O>[C:1]([O:5][C:6]([N:8]1[CH2:13][CH2:12][CH:11]([C:14]2[O:23][C:17]3=[CH:18][N:19]=[C:20]([C:32]4[O:36][C:35]([Si:37]([CH:41]([CH3:43])[CH3:42])([CH:44]([CH3:46])[CH3:45])[CH:38]([CH3:39])[CH3:40])=[N:34][CH:33]=4)[CH:21]=[C:16]3[CH:15]=2)[CH2:10][CH2:9]1)=[O:7])([CH3:4])([CH3:3])[CH3:2] |f:2.3.4|. Procedure: A mixture of 4-(5-chloro-furo[2,3-c]pyridin-2-yl)-piperidine-1-carboxylic acid tert-butyl ester (0.20 g), 5-(4,4,5,5-tetramethyl-[1,3,2]dioxaborolan-2-yl)-2-triisopropylsilanyl-oxazole (0.35 g), 2 M aqueous Na2CO3 solution (0.8 mL), and N,N-dimethylformamide (3 mL) is sparged with argon for 10 min. PdCl2[1,1′-bis(diphenylphosphino)-ferrocene]*CH2Cl2 complex (0.15 g) is added and the mixture is stirred at 80° C. overnight. The mixture is concentrated, diluted with water and methanol, and purified... Reactants: C1CCOC1, CC(C)(C)OC(=O)N1CCN(S(=O)(=O)c2cc([N+](=O)[O-])ccc2Cl)CC1, [H-], [K+], [K+], [Na+], O=C([O-])[O-], C1COCCOCCOCCOCCOCCO1, CN(C)C=O, O, Oc1cc(Cl)ccc1Cl. The product is CC(C)(C)OC(=O)N1CCN(S(=O)(=O)c2cc([N+](=O)[O-])ccc2Oc2cc(Cl)ccc2Cl)CC1. RXN SMILES: [CH2:62]1[O:63][CH2:64][CH2:65][CH2:66]1.[Cl:12][c:13]1[c:14]([S:22](=[O:23])(=[O:24])[N:25]2[CH2:26][CH2:27][N:28]([C:31](=[O:32])[O:33][C:34]([CH3:35])([CH3:36])[CH3:37])[CH2:29][CH2:30]2)[cH:15][c:16]([N+:19](=[O:20])[O-:21])[cH:17][cH:18]1.[H-:11].[K+:56].[K+:57].[Na+:10].[O-:58][C:59]([O-:60])=[O:61].[O:38]1[CH2:39][CH2:40][O:41][CH2:42][CH2:43][O:44][CH2:45][CH2:46][O:47][CH2:48][CH2:49][O:50][CH2:51][CH2:52][O:53][CH2:54][CH2:55]1.[O:68]=[CH:69][N:70]([CH3:71])[CH3:72].[OH2:67].[OH:1][c:2]1[cH:3][c:4]([Cl:5])[cH:6][cH:7][c:8]1[Cl:9]>>[O:1]([c:2]1[cH:3][c:4]([Cl:5])[cH:6][cH:7][c:8]1[Cl:9])[c:13]1[c:14]([S:22](=[O:23])(=[O:24])[N:25]2[CH2:26][CH2:27][N:28]([C:31](=[O:32])[O:33][C:34]([CH3:35])([CH3:36])[CH3:37])[CH2:29][CH2:30]2)[cH:15][c:16]([N+:19](=[O:20])[O-:21])[cH:17][cH:18]1.